Dataset: the Open Reaction Database (ORD), a public repository of structured organic reaction records. Task: describe an organic reaction: reactants, conditions, products, and yield Starting materials: BrCCC1=CC=CC=C1 (2-(bromoethyl)benzene), C1CCC2=NC3=C(NC(C21)=O)C=CC=C3 (2,3,9,10a-tetrahydrobenzo[b]-cyclopenta[e][1,4]diazepin-10(1H)-one), [H-].[Na+] (sodium hydride), [Cl-].[NH4+] (ammonium chloride). Run in CN(C=O)C (N,N-dimethylformamide), O (water), CN(C=O)C (N,N-dimethylformamide). Run at time 10 minute. The product is C1(=CC=CC=C1)CCN1C2=C(N=C3C(C1=O)CCC3)C=CC=C2 (9-(2-Phenylethyl)-2,3,9,10a-tetrahydrobenzo[b]-cyclopenta[e][1,4]diazepin-10(1H)-one). Yield: 31.1%. As a reaction SMILES: [CH2:1]1[CH:10]2[C:4](=[N:5][C:6]3[CH:15]=[CH:14][CH:13]=[CH:12][C:7]=3[NH:8][C:9]2=[O:11])[CH2:3][CH2:2]1.[H-].[Na+].Br[CH2:19][CH2:20][C:21]1[CH:26]=[CH:25][CH:24]=[CH:23][CH:22]=1.[Cl-].[NH4+]>CN(C)C=O.O>[C:21]1([CH2:20][CH2:19][N:8]2[C:9](=[O:11])[CH:10]3[CH2:1][CH2:2][CH2:3][C:4]3=[N:5][C:6]3[CH:15]=[CH:14][CH:13]=[CH:12][C:7]2=3)[CH:26]=[CH:25][CH:24]=[CH:23][CH:22]=1 |f:1.2,4.5|. Reported procedure: A solution of 2,3,9,10a-tetrahydrobenzo[b]-cyclopenta[e][1,4]diazepin-10(1H)-one (5.01 g, 25 mmol) in N,N-dimethylformamide (30 mL) was cooled to 0° C. To the solution was added sodium hydride (60% liquid paraffin dispersion, 1.0 g, 25 mmol). The mixture was stirred for 5 minutes at the same temperature and for 10 minutes at room temperature. To this solution was added a solution of 2-(bromoethyl)benzene (5.09 g, 27.5 mmol) in N,N-dimethylformamide (1 mL), and the mixture was stirred for 2.5 hou... Starting materials: CN1C(NC(C=2N(C(=NC12)Cl)CC=C(C)C)=O)=O (3-methyl-7-(3-methyl-2-buten-1-yl)-8-chloroxanthine), BrCC(=O)C1=C(C=CC=C1)[N+](=O)[O-] (2-bromo-1-(2-nitrophenyl)ethanone), C([O-])([O-])=O.[K+].[K+] (potassium carbonate), [OH-].[Na+] (sodium hydroxide), ice. The solvent is CN(C=O)C (dimethylformamide). Run at temperature 60 celsius, time 26 hour. Yields the product [N+](=O)([O-])C1=C(C=CC=C1)C(CN1C(=O)N(C=2N=C(N(C2C1=O)CC=C(C)C)Cl)C)=O (1-[2-(2-nitrophenyl)-2-oxoethyl]-3-methyl-7-(3-methyl-2-buten-1-yl)-8-chloroxanthine). Reaction SMILES: [CH3:1][N:2]1[C:10]2[N:9]=[C:8]([Cl:11])[N:7]([CH2:12][CH:13]=[C:14]([CH3:16])[CH3:15])[C:6]=2[C:5](=[O:17])[NH:4][C:3]1=[O:18].Br[CH2:20][C:21]([C:23]1[CH:28]=[CH:27][CH:26]=[CH:25][C:24]=1[N+:29]([O-:31])=[O:30])=[O:22].C(=O)([O-])[O-].[K+].[K+].[OH-].[Na+]>CN(C)C=O>[N+:29]([C:24]1[CH:25]=[CH:26][CH:27]=[CH:28][C:23]=1[C:21](=[O:22])[CH2:20][N:4]1[C:5](=[O:17])[C:6]2[N:7]([CH2:12][CH:13]=[C:14]([CH3:15])[CH3:16])[C:8]([Cl:11])=[N:9][C:10]=2[N:2]([CH3:1])[C:3]1=[O:18])([O-:31])=[O:30] |f:2.3.4,5.6|. Procedure details: A mixture of 6.02 g of 3-methyl-7-(3-methyl-2-buten-1-yl)-8-chloroxanthine, 5.86 g of 2-bromo-1-(2-nitrophenyl)ethanone, and 5.00 g of potassium carbonate in 150 mL of NAN-dimethylformamide is stirred for approximately 26 hours at 60° C. For working up, the cooled reaction mixture is poured onto a mixture of 500 mL of 1 N sodium hydroxide solution and 200 g of ice. The precipitate formed is suction filtered and dried. Yield: 6.32 g (65% of theory); Rf value: 0.50 (silica gel, cyclohexane/ethyl a... Reactants: [Si](C)(C)(C(C)(C)C)O[C@H]1C[C@H]2CC[C@H]3[C@@H]4CCC([C@@]4(C)[C@H](C[C@@H]3[C@]2(CC1)C)O)=O (3α-tert-butyldimethylsilyloxy-12α-hydroxy-5β-androstan-17-one), N1(CCCC1)C1=CC=NC=C1 (4-pyrrolidinopyridine), CC(C(=O)Cl)(CC)C (2,2-dimethylbutyryl chloride). Run in N1=CC=CC=C1 (pyridine), CCOCC (ether). Reaction conditions: temperature 85 celsius, time 3 hour. Product: CC(C(=O)O[C@H]1C[C@@H]2[C@]3(CC[C@H](C[C@H]3CC[C@H]2[C@@H]2CCC([C@]21C)=O)O[Si](C)(C)C(C)(C)C)C)(CC)C (12α-(2,2-dimethyl)butyryloxy-3α-tert-butyldimethylsilyloxy-5β-androstan-17-one). RXN SMILES: [Si:1]([O:8][C@@H:9]1[CH2:26][CH2:25][C@@:24]2([CH3:27])[C@H:11]([CH2:12][CH2:13][C@@H:14]3[C@@H:23]2[CH2:22][C@H:21]([OH:28])[C@@:19]2([CH3:20])[C@H:15]3[CH2:16][CH2:17][C:18]2=[O:29])[CH2:10]1)([C:4]([CH3:7])([CH3:6])[CH3:5])([CH3:3])[CH3:2].N1(C2C=CN=CC=2)CCCC1.[CH3:41][C:42]([CH3:48])([CH2:46][CH3:47])[C:43](Cl)=[O:44]>N1C=CC=CC=1.CCOCC>[CH3:41][C:42]([CH3:48])([CH2:46][CH3:47])[C:43]([O:28][C@@H:21]1[C@@:19]2([CH3:20])[C@@H:15]([CH2:16][CH2:17][C:18]2=[O:29])[C@H:14]2[C@@H:23]([C@:24]3([CH3:27])[C@H:11]([CH2:12][CH2:13]2)[CH2:10][C@H:9]([O:8][Si:1]([C:4]([CH3:7])([CH3:5])[CH3:6])([CH3:3])[CH3:2])[CH2:26][CH2:25]3)[CH2:22]1)=[O:44]. Procedure: 3α-tert-butyldimethylsilyloxy-12α-hydroxy-5β-androstan-17-one (5.9 g), 4-pyrrolidinopyridine (0.30 g) and 2,2-dimethylbutyryl chloride (6 ml) are dissolved in pyridine (30 ml) and the solution warmed to 85° C., stirred at that temperature for about 3 hours, cooled, diluted with ether and washed with water, then 0.5M hydrochloric acid. The organic solution is dried over magnesium sulfate, filtered and concentrated in vacuo. The crude product is purified by flash chromatography in a gradient of 20... Starting materials: C(C)(C)(C)NC=1OC(=C(N1)C(F)(F)F)C(=O)O (2-(tert-butylamino)-4-trifluoromethyl-5-oxazolecarboxylic acid), S(=O)(Cl)Cl (thionyl chloride). The solvent is CN(C=O)C (dimethylformamide). Yields the product CC(C)(C)NC=1OC(=C(N1)C(F)(F)F)C(=O)Cl (2-[(1,1-dimethylethyl)amino]-4-(trifluoromethyl)-5-oxazolecarbonyl chloride). Reaction SMILES: [C:1]([NH:5][C:6]1[O:7][C:8]([C:15]([OH:17])=O)=[C:9]([C:11]([F:14])([F:13])[F:12])[N:10]=1)([CH3:4])([CH3:3])[CH3:2].S(Cl)([Cl:20])=O>CN(C)C=O>[CH3:2][C:1]([NH:5][C:6]1[O:7][C:8]([C:15]([Cl:20])=[O:17])=[C:9]([C:11]([F:14])([F:13])[F:12])[N:10]=1)([CH3:4])[CH3:3]. Procedure details: By the procedure of Example 27, 17 g (64.5 mmol) of 2-(tert-butylamino)-4-trifluoromethyl-5-oxazolecarboxylic acid, 67 ml thionyl chloride and 4 of drops dimethylformamide were reacted together. The product was separated and then distilled to yield 17.2 g of a yellow solid product (m.p.=52°-60° C.; b.p. 70° C. @ 0.25 mm Hg) identified in Table I. Reactants: C(C)(C)(C)OC(NCC1=C(C=CC=C1)N)=O ((2-amino-benzyl)-carbamic acid tert-butyl ester), N(=O)[O-].[Na+] (sodium nitrite), [N-]=[N+]=[N-].[Na+] (sodium azide). Run in C(C)(=O)O (acetic acid), O (water), O (water). Reaction conditions: temperature 0 celsius, time 30 minute. Yields the product C(C)(C)(C)OC(NCC1=C(C=CC=C1)N=[N+]=[N-])=O ((2-azido-benzyl)-carbamic acid tert-butyl ester). Yield: 94.0%. RXN SMILES: [C:1]([O:5][C:6](=[O:16])[NH:7][CH2:8][C:9]1[CH:14]=[CH:13][CH:12]=[CH:11][C:10]=1[NH2:15])([CH3:4])([CH3:3])[CH3:2].N([O-])=O.[Na+].[N-:21]=[N+:22]=[N-].[Na+]>C(O)(=O)C.O>[C:1]([O:5][C:6](=[O:16])[NH:7][CH2:8][C:9]1[CH:14]=[CH:13][CH:12]=[CH:11][C:10]=1[N:15]=[N+:21]=[N-:22])([CH3:4])([CH3:2])[CH3:3] |f:1.2,3.4|. Reported procedure: To a solution of (2-amino-benzyl)-carbamic acid tert-butyl ester [prepared from 2-aminobenzylamine and di-tert-butyl dicarbonate], (100 mg, 0.45 mmol) in acetic acid (2.46 mL), was added water (26 mL). Reaction mixture was cooled to 0° C. and a solution of sodium nitrite (62 mg, 0.9 mmol) in water (4.3 ml) was added. The reaction mixture was stirred for 30 min at the same temperature followed by addition of sodium azide (64 mg, 0.99 mmol). The reaction mixture was stirred at 0° C. for 30 min. Wh... Starting materials: O=C1c2ccccc2C(=O)N1CCCCBr, CCO, [K+], [K+], [Na+], O=C([O-])[O-], O=C([O-])O, Sc1nc2ccccc2[nH]1. Product: O=C1c2ccccc2C(=O)N1CCCCSc1nc2ccccc2[nH]1. RXN SMILES: [Br:11][CH2:12][CH2:13][CH2:14][CH2:15][N:16]1[C:17](=[O:26])[c:18]2[c:19]([cH:22][cH:23][cH:24][cH:25]2)[C:20]1=[O:21].[CH3:38][CH2:39][OH:40].[K+:27].[K+:28].[Na+:37].[O-:29][C:30]([O-:31])=[O:32].[O-:33][C:34]([OH:35])=[O:36].[SH:1][c:2]1[nH:3][c:4]2[c:5]([n:6]1)[cH:7][cH:8][cH:9][cH:10]2>>[S:1]([c:2]1[nH:3][c:4]2[c:5]([n:6]1)[cH:7][cH:8][cH:9][cH:10]2)[CH2:12][CH2:13][CH2:14][CH2:15][N:16]1[C:17](=[O:26])[c:18]2[c:19]([cH:22][cH:23][cH:24][cH:25]2)[C:20]1=[O:21]. Starting materials: C(=O)([O-])[O-].[K+].[K+] (K2CO3), IC (iodomethane), ClC=1C=C(C(=C(C(=O)O)C1)O)I (5-Chloro-2-hydroxy-3-iodo-benzoic acid), C(=O)([O-])[O-].[K+].[K+] (K2CO3), CN(C)C=O (DMF), IC (iodomethane). The solvent is CCOCC (ether). Reaction conditions: temperature 0 celsius, time 15 minute. The product is COC(C1=C(C(=CC(=C1)Cl)I)OC)=O (5-Chloro-3-iodo-2-methoxybenzoic acid methyl ester). Isolated yield 93.0%. As a reaction SMILES: [Cl:1][C:2]1[CH:3]=[C:4]([I:12])[C:5](O)=[C:6]([CH:10]=1)C(O)=O.[C:13]([O-:16])([O-])=[O:14].[K+].[K+].I[CH3:20].CN([CH:24]=[O:25])C>CCOCC>[CH3:20][O:16][C:13](=[O:14])[C:6]1[CH:10]=[C:2]([Cl:1])[CH:3]=[C:4]([I:12])[C:5]=1[O:25][CH3:24] |f:1.2.3|. Procedure: A solution of 5-Chloro-2-hydroxy-3-iodo-benzoic acid 41 in DMF (40 mL) was treated with K2CO3 (5.70 g, 41 mmol) and then stirred for 15 min. The mixture was chilled to 0° C. under nitrogen and iodomethane (2.82 mL, 45 mmol) was added. This heterogeneous mixture was stirred for 18 h at 20° C. Additional K2CO3 (0.57 g, 4.1 mmol) and iodomethane (0.28 mL, 4.5 mmol) were added. After 6 h, the mixture was diluted with ether, washed with saturated NaHCO3, NaCl, and dried (Na2SO4). The solvent was remo...